From a dataset of the Open Reaction Database (ORD), a public repository of structured organic reaction records. describe an organic reaction: reactants, conditions, products, and yield Starting materials: C1(CCCC1)OC=1C=C(C=CC1OC)C1(CC(CCC1)=O)C#C ((±)-3-(3-cyclopentyloxy-4-methoxyphenyl)-3-ethynyl-cyclohexan-1one), OCCOC1=C(C=CC=C1)I (2-hydroxyethoxy-1-iodobenzene), C1(=CC=CC=C1)P(C1=CC=CC=C1)C1=CC=CC=C1 (triphenylphosphine). The reagents and catalysts are C=1C=CC(=CC1)[P](C=2C=CC=CC2)(C=3C=CC=CC3)[Pd]([P](C=4C=CC=CC4)(C=5C=CC=CC5)C=6C=CC=CC6)([P](C=7C=CC=CC7)(C=8C=CC=CC8)C=9C=CC=CC9)[P](C=1C=CC=CC1)(C=1C=CC=CC1)C=1C=CC=CC1 (tetrakis(triphenylphosphine)palladium(0)), [Cu]I (copper(I) iodide). Solvent: C(C)N(CC)CC (triethylamine). Reaction conditions: temperature 80 celsius. Yields the product C1(CCCC1)OC=1C=C(C=CC1OC)C1(CC(CCC1)=O)C#CC1=C(C=CC=C1)OCCO (3-(3-cyclopentyloxy-4-methoxyphenyl)-3 (2-hydroxyethoxyphenylethynyl) -cyclohexan-1-one). Yield: 13.9%. As a reaction SMILES: [CH:1]1([O:6][C:7]2[CH:8]=[C:9]([C:15]3([C:22]#[CH:23])[CH2:20][CH2:19][CH2:18][C:17](=[O:21])[CH2:16]3)[CH:10]=[CH:11][C:12]=2[O:13][CH3:14])[CH2:5][CH2:4][CH2:3][CH2:2]1.[OH:24][CH2:25][CH2:26][O:27][C:28]1[CH:33]=[CH:32][CH:31]=[CH:30][C:29]=1I.C1(P(C2C=CC=CC=2)C2C=CC=CC=2)C=CC=CC=1>C(N(CC)CC)C.C1C=CC([P]([Pd]([P](C2C=CC=CC=2)(C2C=CC=CC=2)C2C=CC=CC=2)([P](C2C=CC=CC=2)(C2C=CC=CC=2)C2C=CC=CC=2)[P](C2C=CC=CC=2)(C2C=CC=CC=2)C2C=CC=CC=2)(C2C=CC=CC=2)C2C=CC=CC=2)=CC=1.[Cu]I>[CH:1]1([O:6][C:7]2[CH:8]=[C:9]([C:15]3([C:22]#[C:23][C:29]4[CH:30]=[CH:31][CH:32]=[CH:33][C:28]=4[O:27][CH2:26][CH2:25][OH:24])[CH2:20][CH2:19][CH2:18][C:17](=[O:21])[CH2:16]3)[CH:10]=[CH:11][C:12]=2[O:13][CH3:14])[CH2:2][CH2:3][CH2:4][CH2:5]1 |^1:64,66,85,104|. Procedure: To a solution of the compound from Example 3 (E1) (0.25 g, 0.8 mmol) and 2-hydroxyethoxy-1-iodobenzene (0.21 g, 0.8 mmol) in triethylamine (5 mL) under an argon atmosphere was added trace tetrakis(triphenylphosphine)palladium(0), copper(I) iodide and triphenylphosphine. The mixture was heated at 80° C. for 1 h, was cooled to room temperature and was concentrated in vacuo. The residue was partitioned between ethyl acetate and water. The organic phase was washed with brine, was dried (MgSO4) and w... Reactants: [Li]CCCC, Cc1ccc(C(=O)c2ccc(C)cc2C)c(C)c1, Cc1nnnn1C, C1CCOC1. Yields the product Cc1ccc(C(O)(Cc2nnnn2C)c2ccc(C)cc2C)c(C)c1. As a reaction SMILES: [CH2:8]([Li:9])[CH2:10][CH2:11][CH3:12].[CH3:13][c:14]1[c:15]([C:16](=[O:17])[c:18]2[c:19]([CH3:25])[cH:20][c:21]([CH3:24])[cH:22][cH:23]2)[cH:26][cH:27][c:28]([CH3:30])[cH:29]1.[CH3:1][n:2]1[n:3][n:4][n:5][c:6]1[CH3:7].[O:31]1[CH2:32][CH2:33][CH2:34][CH2:35]1>>[CH3:1][n:2]1[n:3][n:4][n:5][c:6]1[CH2:7][C:16]([c:15]1[c:14]([CH3:13])[cH:29][c:28]([CH3:30])[cH:27][cH:26]1)([OH:17])[c:18]1[c:19]([CH3:25])[cH:20][c:21]([CH3:24])[cH:22][cH:23]1. Starting materials: C1CCOC1, COCCN, ClCCl, C=CC(=O)N1CC=C(c2cc3nccc(Oc4ccc([N+](=O)[O-])cc4F)c3s2)CC1. As a reaction SMILES: [CH2:36]1[O:37][CH2:38][CH2:39][CH2:40]1.[CH3:31][O:32][CH2:33][CH2:34][NH2:35].[Cl:41][CH2:42][Cl:43].[F:1][c:2]1[c:3]([O:4][c:5]2[c:6]3[c:7]([n:8][cH:9][cH:10]2)[cH:11][c:12]([C:14]2=[CH:15][CH2:16][N:17]([C:20]([CH:21]=[CH2:22])=[O:23])[CH2:18][CH2:19]2)[s:13]3)[cH:24][cH:25][c:26]([N+:28](=[O:29])[O-:30])[cH:27]1>>[F:1][c:2]1[c:3]([O:4][c:5]2[c:6]3[c:7]([n:8][cH:9][cH:10]2)[cH:11][c:12]([C:14]2=[CH:15][CH2:16][N:17]([C:20]([CH2:21][CH2:22][NH:35][CH2:34][CH2:33][O:32][CH3:31])=[O:23])[CH2:18][CH2:19]2)[s:13]3)[cH:24][cH:25][c:26]([N+:28](=[O:29])[O-:30])[cH:27]1. The product is COCCNCCC(=O)N1CC=C(c2cc3nccc(Oc4ccc([N+](=O)[O-])cc4F)c3s2)CC1. The reactants are ClC1=NC(=NC(=C1C#N)C)N1CCS(CC1)=O (4-chloro-5-cyano-6-methyl-2-(1-oxido-thiomorpholino)-pyrimidine), N1CCNCC1 (piperazine). The solvent is O1CCOCC1 (dioxane). The product is C(#N)C=1C(=NC(=NC1C)N1CCS(CC1)=O)N1CCNCC1 (5-Cyano-6-methyl-4piperazino-2-(1-oxido-thiomorpholino)-pyrimidine). As a reaction SMILES: Cl[C:2]1[C:7]([C:8]#[N:9])=[C:6]([CH3:10])[N:5]=[C:4]([N:11]2[CH2:16][CH2:15][S:14](=[O:17])[CH2:13][CH2:12]2)[N:3]=1.[NH:18]1[CH2:23][CH2:22][NH:21][CH2:20][CH2:19]1>O1CCOCC1>[C:8]([C:7]1[C:2]([N:18]2[CH2:23][CH2:22][NH:21][CH2:20][CH2:19]2)=[N:3][C:4]([N:11]2[CH2:16][CH2:15][S:14](=[O:17])[CH2:13][CH2:12]2)=[N:5][C:6]=1[CH3:10])#[N:9]. Procedure details: 2.7 gm (0.01 mol) of 4-chloro-5-cyano-6-methyl-2-(1-oxido-thiomorpholino)-pyrimidine (m.p. 251°-253°C, obtained from 5-cyano-2,4-dichloro-6-methyl-pyrimidine and thiomorpholine-1-oxide in acetone while cooling) were refluxed with a solution of 8.6 gm (0.1 mol) of piperazine in 80 ml of dioxane for about 30 minutes. The major part of the solvent was distilled off in vacuo, the residue was dissolved in about 80 ml of water, and a small quantity of 8 N sodium hydroxide was added, whereby the reacti... The reactants are C(C)(=O)C=1C=NC2=CC=C(C=C2C1N[C@@H]1CC[C@H](CC1)CN1CCN(CC1)C(=O)OC(C)(C)C)C1=CC(=C(C(=C1)Cl)O)Cl (tert-butyl 4-((trans-4-((3-acetyl-6-(3,5-dichloro-4-hydroxyphenyl)quinolin-4-yl)amino)cyclohexyl)methyl)piperazine-1-carboxylate), Cl (HCl), Cl (HCl). Run in C1CCOC1 (THF). Conditions: temperature 65 celsius. Product: Cl.Cl.ClC=1C=C(C=C(C1O)Cl)C=1C=C2C(=C(C=NC2=CC1)C(C)=O)N[C@@H]1CC[C@H](CC1)CN1CCNCC1 (1-(6-(3,5-dichloro-4-hydroxyphenyl)-4-((trans-4-(piperazin-1-ylmethyl)cyclohexyl)amino)quinolin-3-yl)ethanone dihydrochloride). Yield: 41.0%. As a reaction SMILES: [C:1]([C:4]1[CH:5]=[N:6][C:7]2[C:12]([C:13]=1[NH:14][C@H:15]1[CH2:20][CH2:19][C@H:18]([CH2:21][N:22]3[CH2:27][CH2:26][N:25](C(OC(C)(C)C)=O)[CH2:24][CH2:23]3)[CH2:17][CH2:16]1)=[CH:11][C:10]([C:35]1[CH:40]=[C:39]([Cl:41])[C:38]([OH:42])=[C:37]([Cl:43])[CH:36]=1)=[CH:9][CH:8]=2)(=[O:3])[CH3:2].[ClH:44]>C1COCC1>[ClH:41].[ClH:44].[Cl:41][C:39]1[CH:40]=[C:35]([C:10]2[CH:11]=[C:12]3[C:7](=[CH:8][CH:9]=2)[N:6]=[CH:5][C:4]([C:1](=[O:3])[CH3:2])=[C:13]3[NH:14][C@H:15]2[CH2:20][CH2:19][C@H:18]([CH2:21][N:22]3[CH2:27][CH2:26][NH:25][CH2:24][CH2:23]3)[CH2:17][CH2:16]2)[CH:36]=[C:37]([Cl:43])[C:38]=1[OH:42] |f:3.4.5|. Procedure details: To a solution of tert-butyl 4-((trans-4-((3-acetyl-6-(3,5-dichloro-4-hydroxyphenyl)quinolin-4-yl)amino)cyclohexyl)methyl)piperazine-1-carboxylate (50 mg, 0.80 mmol) in THF (5 mL) was added aqueous 1 N HCl (4 mL) and the reaction mixture was heated at 65° C. for 4 h. The reaction mixture was cooled to room temperature and concentrated. The resultant residue was purified by preparative HPLC (C18 silica, 10-90% acetonitrile/water with 0.05% TFA). The residue was dissolved in methanol (5 mL) and HCl... Reactants: O=C(OC1CCN(Cc2ccccc2)CC1)c1ccc(Br)cc1[N+](=O)[O-], CC(=O)O, CCO, [Fe]. The product is Nc1cc(Br)ccc1C(=O)OC1CCN(Cc2ccccc2)CC1. As a reaction SMILES: [Br:1][c:2]1[cH:3][c:4]([N+:24]([O-:25])=[O:26])[c:5]([C:6](=[O:7])[O:8][CH:9]2[CH2:10][CH2:11][N:12]([CH2:15][c:16]3[cH:17][cH:18][cH:19][cH:20][cH:21]3)[CH2:13][CH2:14]2)[cH:22][cH:23]1.[CH3:27][C:28](=[O:29])[OH:30].[CH3:31][CH2:32][OH:33].[Fe:34]>>[Br:1][c:2]1[cH:3][c:4]([NH2:24])[c:5]([C:6](=[O:7])[O:8][CH:9]2[CH2:10][CH2:11][N:12]([CH2:15][c:16]3[cH:17][cH:18][cH:19][cH:20][cH:21]3)[CH2:13][CH2:14]2)[cH:22][cH:23]1. Reactants: CCN(C(C)C)C(C)C (Hünig's base), FC(C(=O)O)(F)F.C(CCC)NOCCC (N-butyl-N-propoxyamine Trifluoroacetate), BrCC(=O)Br (Bromoacetyl bromide). The solvent is C(C)#N (acetonitrile). Reaction conditions: temperature -20 celsius, time 30 minute. The product is C(CCC)N(C(CBr)=O)OCCC (N-butyl-N-propoxy-bromoacetamide). As a reaction SMILES: FC(F)(F)C(O)=O.[CH2:8]([NH:12][O:13][CH2:14][CH2:15][CH3:16])[CH2:9][CH2:10][CH3:11].CCN(C(C)C)C(C)C.[Br:26][CH2:27][C:28](Br)=[O:29]>C(#N)C>[CH2:8]([N:12]([O:13][CH2:14][CH2:15][CH3:16])[C:28](=[O:29])[CH2:27][Br:26])[CH2:9][CH2:10][CH3:11] |f:0.1|. Procedure: The salt of Example 538B (0.60 g) was dissolved in acetonitrile (5 mL) and cooled to −20° C. Hünig's base (5.5 mL) was added slowly. Bromoacetyl bromide (0.5 mL) was added dropwise over five minutes. The solution was stirred at −20° C. for 30 minutes. The bath was removed and the solution was stirred for six hours at room temperature. The solvent was removed in vacuo and the residue taken up in EtOAc (50 mL) and washed with water (1×25 mL), 1N phosphoric acid (3×25 mL), and brine (1×25 mL). The ... The reactants are CO, [H][H], CCC1CN(Cc2ccccc2)CC(CC)C1N. Yields the product CCC1CNCC(CC)C1N. Reaction SMILES: [CH3:19][OH:20].[H:21][H:22].[NH2:1][CH:2]1[CH:3]([CH2:17][CH3:18])[CH2:4][N:5]([CH2:10][c:11]2[cH:12][cH:13][cH:14][cH:15][cH:16]2)[CH2:6][CH:7]1[CH2:8][CH3:9]>>[NH2:1][CH:2]1[CH:3]([CH2:17][CH3:18])[CH2:4][NH:5][CH2:6][CH:7]1[CH2:8][CH3:9].